Dataset: the Open Reaction Database (ORD), a public repository of structured organic reaction records. Task: describe an organic reaction: reactants, conditions, products, and yield Starting materials: C1(=CC=CC=C1)C1=CC=C(O1)C=O (5-Phenyl-furan-2-carbaldehyde), BrC1=CC=C(C=C1)OC (4-bromoanisole). Yields the product COC1=CC=C(C=C1)C(O)C=1OC(=CC1)C1=CC=CC=C1 ((4-Methoxy-phenyl)-(5-phenyl-furan-2-yl)-methanol). RXN SMILES: [C:1]1([C:7]2[O:11][C:10]([CH:12]=[O:13])=[CH:9][CH:8]=2)[CH:6]=[CH:5][CH:4]=[CH:3][CH:2]=1.Br[C:15]1[CH:20]=[CH:19][C:18]([O:21][CH3:22])=[CH:17][CH:16]=1>>[CH3:22][O:21][C:18]1[CH:19]=[CH:20][C:15]([CH:12]([C:10]2[O:11][C:7]([C:1]3[CH:2]=[CH:3][CH:4]=[CH:5][CH:6]=3)=[CH:8][CH:9]=2)[OH:13])=[CH:16][CH:17]=1. Reported procedure: The title compound was prepared from the product of step 1 and 4-bromoanisole using the procedure of Example 159, step 2. The reactants are FC1=CC2=C(NC(=N2)S)C=C1 (5-fluoro-1H-benzoimidazole-2-thiol), C(C)OC(CCCCBr)=O (5-bromo-pentanoic acid ethyl ester), C(=O)([O-])[O-].[K+].[K+] (K2CO3). Run in CC(=O)C (acetone). Yields the product C(C)OC(=O)CCCCSC=1NC2=C(N1)C=CC(=C2)F (2-(4-Ethyloxycarbonyl-butylsulfanyl)-5-fluoro-benzoimidazole). The yield is 71.2%. As a reaction SMILES: [F:1][C:2]1[CH:11]=[CH:10][C:5]2[NH:6][C:7]([SH:9])=[N:8][C:4]=2[CH:3]=1.[CH2:12]([O:14][C:15](=[O:21])[CH2:16][CH2:17][CH2:18][CH2:19]Br)[CH3:13].C([O-])([O-])=O.[K+].[K+]>CC(C)=O>[CH2:12]([O:14][C:15]([CH2:16][CH2:17][CH2:18][CH2:19][S:9][C:7]1[NH:8][C:4]2[CH:3]=[C:2]([F:1])[CH:11]=[CH:10][C:5]=2[N:6]=1)=[O:21])[CH3:13] |f:2.3.4|. Reported procedure: A suspension of 5-fluoro-1H-benzoimidazole-2-thiol (168 mg, 1 mmol), 5-bromo-pentanoic acid ethyl ester (188 mg, 0.9 mmol, 145 μl) and K2CO3 (276 mg, 2 mmol) in acetone (2 ml) is refluxed for 3 h. It is cooled down and filtered over a short plug of silica gel and rinsed with AcOEt. The solvent is removed in vacuo. The crude is purified by flash chromatography on silica-gel (AcOEt/heptane, 1:2), yielding the title compound (190 mg) in 64% as a brown oil: tR=1.87 min (LC-2), ESI-MS (pos.): m/z 297...